This data is from the Open Reaction Database (ORD), a public repository of structured organic reaction records. The task is: describe an organic reaction: reactants, conditions, products, and yield The reactants are [Al+3], O=Cc1ccn(OCc2ccccc2)c1, CCOC(C)=O, [H-], [H-], [H-], [H-], [Li+], C1CCOC1, O. Yields the product OCc1ccn(OCc2ccccc2)c1. As a reaction SMILES: [Al+3:17].[CH2:1]([c:2]1[cH:3][cH:4][cH:5][cH:6][cH:7]1)[O:8][n:9]1[cH:10][c:11]([CH:14]=[O:15])[cH:12][cH:13]1.[CH3:23][CH2:24][O:25][C:26](=[O:27])[CH3:28].[H-:16].[H-:19].[H-:20].[H-:21].[Li+:18].[O:29]1[CH2:30][CH2:31][CH2:32][CH2:33]1.[OH2:22]>>[CH2:1]([c:2]1[cH:3][cH:4][cH:5][cH:6][cH:7]1)[O:8][n:9]1[cH:10][c:11]([CH2:14][OH:15])[cH:12][cH:13]1. Reactants: CCCCCCCCCCCCC(=O)O, O=S(Cl)Cl, c1ccccc1. The product is CCCCCCCCCCCCC(=O)Cl. As a reaction SMILES: [CH3:1][CH2:2][CH2:3][CH2:4][CH2:5][CH2:6][CH2:7][CH2:8][CH2:9][CH2:10][CH2:11][CH2:12][C:13]([OH:14])=[O:15].[S:16]([Cl:17])([Cl:18])=[O:19].[cH:20]1[cH:21][cH:22][cH:23][cH:24][cH:25]1>>[CH3:1][CH2:2][CH2:3][CH2:4][CH2:5][CH2:6][CH2:7][CH2:8][CH2:9][CH2:10][CH2:11][CH2:12][C:13](=[O:15])[Cl:18]. The reactants are C(C1=CC=CC=C1)OC1=NC(=CC=C1)CO (2-benzyloxy-6-hydroxymethylpyridine), S(=O)(Cl)Cl (thionyl chloride). Solvent: C1=CC=CC=C1 (benzene). Reaction conditions: time 8 hour. Product: C(C1=CC=CC=C1)OC1=NC(=CC=C1)CCl (2-benzyloxy-6-chloromethylpyridine). RXN SMILES: [CH2:1]([O:8][C:9]1[CH:14]=[CH:13][CH:12]=[C:11]([CH2:15]O)[N:10]=1)[C:2]1[CH:7]=[CH:6][CH:5]=[CH:4][CH:3]=1.S(Cl)([Cl:19])=O>C1C=CC=CC=1>[CH2:1]([O:8][C:9]1[CH:14]=[CH:13][CH:12]=[C:11]([CH2:15][Cl:19])[N:10]=1)[C:2]1[CH:7]=[CH:6][CH:5]=[CH:4][CH:3]=1. Reported procedure: A mixture of 2-benzyloxy-6-hydroxymethylpyridine (1.5 g, 7.0 mmol) and thionyl chloride (10 mL, 137 mmol) in benzene (25 mL) was stirred at room temp. overnight. The product mixture was concentrated under vacuum. The residue was partitioned between chloroform and aqueous sodium bicarbonate. The organic extract was washed with brine, dried over anhydrous sodium sulfate, filtered and concentrated under vacuum. The residue was subjected to column chromatography on silica gel eluting with 5% methano... The reactants are solution, C[C@@H]1N(CCOC1)C=1N=C(C2=C(N1)N=C(C=C2)C=2C=CC(=C(C#N)C2)F)N2[C@H](COCC2)C (5-[2,4-bis-((S)-3-methyl-morpholin-4-yl)-pyrido[2,3-d]pyrimidin-7-yl]-2-fluoro-benzonitrile), O.NN (hydrazine hydrate). Solvent: CCO (EtOH). Yields the product C[C@@H]1N(CCOC1)C=1N=C(C2=C(N1)N=C(C=C2)C=2C=C(C=CC2)N)N2[C@H](COCC2)C (3-[2,4-Bis-((S)-3-methyl-morpholin-4-yl)-pyrido[2,3-d]pyrimidin-7-yl]-phenylamine). Reaction SMILES: [CH3:1][C@H:2]1[CH2:7][O:6][CH2:5][CH2:4][N:3]1[C:8]1[N:9]=[C:10]([N:27]2[CH2:32][CH2:31][O:30][CH2:29][C@@H:28]2[CH3:33])[C:11]2[CH:17]=[CH:16][C:15]([C:18]3[CH:19]=[CH:20][C:21](F)=[C:22]([CH:25]=3)C#N)=[N:14][C:12]=2[N:13]=1.O.[NH2:35]N>CCO>[CH3:1][C@H:2]1[CH2:7][O:6][CH2:5][CH2:4][N:3]1[C:8]1[N:9]=[C:10]([N:27]2[CH2:32][CH2:31][O:30][CH2:29][C@@H:28]2[CH3:33])[C:11]2[CH:17]=[CH:16][C:15]([C:18]3[CH:25]=[C:22]([NH2:35])[CH:21]=[CH:20][CH:19]=3)=[N:14][C:12]=2[N:13]=1 |f:1.2|. Procedure: To a 0.3M solution of 5-[2,4-bis-((S)-3-methyl-morpholin-4-yl)-pyrido[2,3-d]pyrimidin-7-yl]-2-fluoro-benzonitrile (example lay) (1 equiv) in EtOH was added hydrazine hydrate (5 equiv). The mixture was refluxed for 90 minutes whereupon it was cooled and partitioned between CH2Cl2 and water (1 reaction volume of each). The organic extract was removed. The aqueous phase was further extracted with CH2Cl2 (2×1 reaction volume). The combined organic extracts were then dried (MgSO4), filtered and conce... Starting materials: O=C([O-])O, Cc1[nH]c(C=O)c(-c2ccccc2)c1C(=O)O, ClC(Cl)Cl, CCN(CC)CC(O)CN, [Na+], [Na+], [OH-], On1nnc2ccccc21. The product is CCN(CC)CC(O)CNC(=O)c1c(C)[nH]c(C=O)c1-c1ccccc1. As a reaction SMILES: [C:38](=[O:39])([OH:40])[O-:41].[CH:1](=[O:2])[c:3]1[c:4](-[c:12]2[cH:13][cH:14][cH:15][cH:16][cH:17]2)[c:5]([C:9](=[O:10])[OH:11])[c:6]([CH3:8])[nH:7]1.[CH:45]([Cl:46])([Cl:47])[Cl:48].[NH2:18][CH2:19][CH:20]([CH2:21][N:22]([CH2:23][CH3:24])[CH2:25][CH3:26])[OH:27].[Na+:42].[Na+:44].[OH-:43].[OH:28][n:29]1[c:30]2[c:31]([cH:32][cH:33][cH:34][cH:35]2)[n:36][n:37]1>>[CH:1](=[O:2])[c:3]1[c:4](-[c:12]2[cH:13][cH:14][cH:15][cH:16][cH:17]2)[c:5]([C:9](=[O:11])[NH:18][CH2:19][CH:20]([CH2:21][N:22]([CH2:23][CH3:24])[CH2:25][CH3:26])[OH:27])[c:6]([CH3:8])[nH:7]1. The reactants are Cn1ccnc1S, ClCCl, OCC1(CO)CCC1, c1ccc(P(c2ccccc2)c2ccccc2)cc1. Product: Cn1ccnc1SCC1(CO)CCC1. As a reaction SMILES: [CH3:28][n:29]1[c:30]([SH:34])[n:31][cH:32][cH:33]1.[Cl:35][CH2:36][Cl:37].[OH:1][CH2:2][C:3]1([CH2:7][OH:8])[CH2:4][CH2:5][CH2:6]1.[c:9]1([P:10]([c:11]2[cH:12][cH:13][cH:14][cH:15][cH:16]2)[c:17]2[cH:18][cH:19][cH:20][cH:21][cH:22]2)[cH:23][cH:24][cH:25][cH:26][cH:27]1>>[CH2:2]([C:3]1([CH2:7][OH:8])[CH2:4][CH2:5][CH2:6]1)[S:34][c:30]1[n:29]([CH3:28])[cH:33][cH:32][n:31]1.